This data is from the Open Reaction Database (ORD), a public repository of structured organic reaction records. The task is: describe an organic reaction: reactants, conditions, products, and yield As a reaction SMILES: [CH3:11][OH:12].[CH3:1][O:2][C:3]1=[CH:9][CH:8]=[CH:7][CH2:6][CH:5]=[CH:4]1.[ClH:10]>>[CH3:1][O:2][C:3]1=[CH:9][CH:8]=[CH:7][CH:6]=[CH:5][CH2:4]1. The reactants are CO, COC1=CC=CCC=C1, Cl. The product is COC1=CC=CC=CC1. Starting materials: FC1=CC=C(C=C1)C1(CCC(CC1)=O)C#N (1-(4-Fluoro-phenyl)-4-oxo-cyclohexanecarbonitrile), C1(=CC=CC=C1)C (toluene), C1(=CC=C(C=C1)S(=O)(=O)O)C (p-toluene sulfonic acid). Reaction SMILES: [F:1][C:2]1[CH:7]=[CH:6][C:5]([C:8]2([C:15]#[N:16])[CH2:13][CH2:12][C:11](=[O:14])[CH2:10][CH2:9]2)=[CH:4][CH:3]=1.C1(C)C=CC(S(O)(=O)=[O:24])=CC=1.[C:28]1([CH3:34])C=CC=CC=1>>[F:1][C:2]1[CH:3]=[CH:4][C:5]([C:8]2([C:15]#[N:16])[CH2:9][CH2:10][C:11]3([O:24][CH2:28][CH2:34][O:14]3)[CH2:12][CH2:13]2)=[CH:6][CH:7]=1. The product is FC1=CC=C(C=C1)C1(CCC2(OCCO2)CC1)C#N (8-(4-Fluoro-phenyl)-1,4-dioxa-spiro[4.5]decane-8-carbonitrile). Procedure: 15 g of 1-(4-Fluoro-phenyl)-4-oxo-cyclohexanecarbonitrile (12) were dissolved in 500 mL of toluene, then 900 mg of p-toluene sulfonic acid were added and the reaction mixture was heated in a Dean-Stark apparatus for 6 h. The mixture was allowed to cool to room temperature and washed twice with saturated aqueous sodium bicarbonate solution and brine, dried over magnesium sulphate and evaporated to dryness to yield 17.9 g of the desired product. Rt=1.47 min (Method 5). Detected mass: 262.2 (M+H+).